This data is from the Open Reaction Database (ORD), a public repository of structured organic reaction records. The task is: describe an organic reaction: reactants, conditions, products, and yield Starting materials: CN1N=CC2=C1CCCCC2=O (5,6,7,8-tetrahydro-1-methyl4(1H)-cycloheptapyrazolone), [H-].[Na+] (sodium hydride), C(=O)OCC (ethyl formate). The reagents and catalysts are C(C)O (ethanol). The solvent is O1CCCC1 (tetrahydrofuran). The product is OC=C1CCCC2=C(C=NN2C)C1=O (5,6,7,8-tetrahydro-5-hydroxymethylene-1-methyl-4(1H)-cycloheptapyrazolone). As a reaction SMILES: [CH3:1][N:2]1[C:6]2[CH2:7][CH2:8][CH2:9][CH2:10][C:11](=[O:12])[C:5]=2[CH:4]=[N:3]1.[H-].[Na+].[CH:15](OCC)=[O:16]>C(O)C.O1CCCC1>[OH:16][CH:15]=[C:10]1[C:11](=[O:12])[C:5]2[CH:4]=[N:3][N:2]([CH3:1])[C:6]=2[CH2:7][CH2:8][CH2:9]1 |f:1.2|. Procedure: A mixture of 7 grams of 5,6,7,8-tetrahydro-1-methyl4(1H)-cycloheptapyrazolone, 2.3 grams of sodium hydride (97%), 12 ml of ethyl formate, 2 drops of ethanol and 100 ml of tetrahydrofuran was heated at reflux for 3 hours. The mixture was then cooled and partitioned between water and ether. The aqueous layer was washed once with ether and acidified to a pH of 5 with 1 N hydrochloric acid. The white precipitate which formed was separated by filtration and dried to give 5,6,7,8-tetrahydro-5-hydroxym... Reactants: ice water, C[O-].[Na+] (Sodium methoxide), OC1=CC=C(CO)C=C1 (4-hydroxybenzyl alcohol), BrC1=CC=C(C=C1)C([SiH](C)C)Br (4-Bromophenyldimethylsilylmethyl-bromide). Run in CN(C)C=O (DMF). Run at time 30 minute. Yields the product BrC1=CC=C(C=C1)C(OC1=CC=C(CO)C=C1)[SiH](C)C (4-(4-Bromophenyldimethylsilylmethyloxy)benzyl alcohol). The yield is 37.6%. RXN SMILES: C[O-].[Na+].[OH:4][C:5]1[CH:12]=[CH:11][C:8]([CH2:9][OH:10])=[CH:7][CH:6]=1.[Br:13][C:14]1[CH:19]=[CH:18][C:17]([CH:20](Br)[SiH:21]([CH3:23])[CH3:22])=[CH:16][CH:15]=1>CN(C=O)C>[Br:13][C:14]1[CH:15]=[CH:16][C:17]([CH:20]([SiH:21]([CH3:23])[CH3:22])[O:4][C:5]2[CH:12]=[CH:11][C:8]([CH2:9][OH:10])=[CH:7][CH:6]=2)=[CH:18][CH:19]=1 |f:0.1|. Reported procedure: Sodium methoxide (4.17 g, 73.4 mmole) was added under argon to a solution of 4-hydroxybenzyl alcohol (8.67 g, 69.9 mmol) in dry DMF (70 mL) and the reaction mixture was stirred for 30 minutes at room temperature. 4-Bromophenyldimethylsilylmethyl-bromide (22.6 g, 73.4 mmol) was added through a canula and the reaction was stirred at RT for 30 minutes and at 65° C. for 45 minutes. The reaction was poured into ice water (250 mL) and extracted with ethyl acetate. The combined extracts were washed wit... The reactants are [BH4-], CC(C)(C)OC(=O)N(CC=O)c1ccc(F)c(F)c1, CO, CN1CCC(CN)(c2ccc(I)cc2)CC1, [Na+]. Yields the product CN1CCC(CNCCN(C(=O)OC(C)(C)C)c2ccc(F)c(F)c2)(c2ccc(I)cc2)CC1. RXN SMILES: [BH4-:36].[C:1]([CH3:2])([CH3:3])([CH3:4])[O:5][C:6]([N:7]([CH2:8][CH:9]=[O:10])[c:11]1[cH:12][c:13]([F:18])[c:14]([F:17])[cH:15][cH:16]1)=[O:19].[CH3:38][OH:39].[I:20][c:21]1[cH:22][cH:23][c:24]([C:27]2([CH2:34][NH2:35])[CH2:28][CH2:29][N:30]([CH3:33])[CH2:31][CH2:32]2)[cH:25][cH:26]1.[Na+:37]>>[C:1]([CH3:2])([CH3:3])([CH3:4])[O:5][C:6]([N:7]([CH2:8][CH2:9][NH:35][CH2:34][C:27]1([c:24]2[cH:23][cH:22][c:21]([I:20])[cH:26][cH:25]2)[CH2:28][CH2:29][N:30]([CH3:33])[CH2:31][CH2:32]1)[c:11]1[cH:12][c:13]([F:18])[c:14]([F:17])[cH:15][cH:16]1)=[O:19]. Isolated yield 100.0%. Starting materials: crude crystals, COC1=CC=C(C=C1)C(C1=CC=C(C=C1)OCC1CC(C(C(C1)OCCCCCCCCCCCCCCCCCC)OCCCCCCCCCCCCCCCCCC)OCCCCCCCCCCCCCCCCCC)NC(OCC)=O (ethyl {(4-methoxy-phenyl)-[4-(3,4,5-tris-octadecyloxy-cyclohexylmethoxy)-phenyl]-methyl}-carbamate), C(C)O (ethanol), [OH-].[Na+] (sodium hydroxide). Yields the product COC1=CC=C(C=C1)C(C1=CC=C(C=C1)OCC1CC(C(C(C1)OCCCCCCCCCCCCCCCCCC)OCCCCCCCCCCCCCCCCCC)OCCCCCCCCCCCCCCCCCC)N ({(4-methoxy-phenyl)-[4-(3,4,5-tris-octadecyloxy-cyclohexylmethoxy)-phenyl]-methyl}-amine). The solvent is C1(=CC=CC=C1)C (toluene), C1(=CC=CC=C1)C (toluene). Reaction SMILES: [CH3:1][O:2][C:3]1[CH:8]=[CH:7][C:6]([CH:9]([NH:81]C(=O)OCC)[C:10]2[CH:15]=[CH:14][C:13]([O:16][CH2:17][CH:18]3[CH2:23][CH:22]([O:24][CH2:25][CH2:26][CH2:27][CH2:28][CH2:29][CH2:30][CH2:31][CH2:32][CH2:33][CH2:34][CH2:35][CH2:36][CH2:37][CH2:38][CH2:39][CH2:40][CH2:41][CH3:42])[CH:21]([O:43][CH2:44][CH2:45][CH2:46][CH2:47][CH2:48][CH2:49][CH2:50][CH2:51][CH2:52][CH2:53][CH2:54][CH2:55][CH2:56][CH2:57][CH2:58][CH2:59][CH2:60][CH3:61])[CH:20]([O:62][CH2:63][CH2:64][CH2:65][CH2:66][CH2:67][CH2:68][CH2:69][CH2:70][CH2:71][CH2:72][CH2:73][CH2:74][CH2:75][CH2:76][CH2:77][CH2:78][CH2:79][CH3:80])[CH2:19]3)=[CH:12][CH:11]=2)=[CH:5][CH:4]=1.C(O)C.[OH-].[Na+]>C1(C)C=CC=CC=1>[CH3:1][O:2][C:3]1[CH:8]=[CH:7][C:6]([CH:9]([NH2:81])[C:10]2[CH:11]=[CH:12][C:13]([O:16][CH2:17][CH:18]3[CH2:19][CH:20]([O:62][CH2:63][CH2:64][CH2:65][CH2:66][CH2:67][CH2:68][CH2:69][CH2:70][CH2:71][CH2:72][CH2:73][CH2:74][CH2:75][CH2:76][CH2:77][CH2:78][CH2:79][CH3:80])[CH:21]([O:43][CH2:44][CH2:45][CH2:46][CH2:47][CH2:48][CH2:49][CH2:50][CH2:51][CH2:52][CH2:53][CH2:54][CH2:55][CH2:56][CH2:57][CH2:58][CH2:59][CH2:60][CH3:61])[CH:22]([O:24][CH2:25][CH2:26][CH2:27][CH2:28][CH2:29][CH2:30][CH2:31][CH2:32][CH2:33][CH2:34][CH2:35][CH2:36][CH2:37][CH2:38][CH2:39][CH2:40][CH2:41][CH3:42])[CH2:23]3)=[CH:14][CH:15]=2)=[CH:5][CH:4]=1 |f:2.3|. Reaction conditions: temperature 100 celsius, time 2 hour. Procedure: To crude crystals (127 mg) of ethyl {(4-methoxy-phenyl)-[4-(3,4,5-tris-octadecyloxy-cyclohexylmethoxy)-phenyl]-methyl}-carbamate were added toluene (2 mL), ethanol (2 mL), and sodium hydroxide (21 mg, 525 μmol), and the mixture was stirred at 100° C. for 2 hours. The reaction mixture was cooled to room temperature, toluene (2 mL) was added, and washed with water (4 mL×3 times) to allow partitioning. The organic layer was evaporated, and the residue was crystallized from acetonitrile (5 mL) to gi... Reactants: O=c1ccsn1-c1ccc(CBr)cc1, [N-]=[N+]=[N-], [Na+], CN(C)C=O, O. Product: [N-]=[N+]=NCc1ccc(-n2sccc2=O)cc1. As a reaction SMILES: [Br:5][CH2:6][c:7]1[cH:8][cH:9][c:10](-[n:13]2[s:14][cH:15][cH:16][c:17]2=[O:18])[cH:11][cH:12]1.[N-:2]=[N+:3]=[N-:4].[Na+:1].[O:20]=[CH:21][N:22]([CH3:23])[CH3:24].[OH2:19]>>[N:2](=[N+:3]=[N-:4])[CH2:6][c:7]1[cH:8][cH:9][c:10](-[n:13]2[s:14][cH:15][cH:16][c:17]2=[O:18])[cH:11][cH:12]1.